Task: describe an organic reaction: reactants, conditions, products, and yield. Dataset: the Open Reaction Database (ORD), a public repository of structured organic reaction records Reactants: CN(C)C=O, O=C1CCC(=O)N1Cl, ON=Cc1c(F)cccc1Cl. The product is ON=C(Cl)c1c(F)cccc1Cl. Reaction SMILES: [CH3:20][N:21]([CH3:22])[CH:23]=[O:24].[Cl:12][N:13]1[C:14](=[O:15])[CH2:16][CH2:17][C:18]1=[O:19].[Cl:1][c:2]1[c:3]([CH:4]=[N:5][OH:6])[c:7]([F:11])[cH:8][cH:9][cH:10]1>>[Cl:1][c:2]1[c:3]([C:4](=[N:5][OH:6])[Cl:12])[c:7]([F:11])[cH:8][cH:9][cH:10]1. Reported procedure: Starting with 5.0 g (11.43 mmol) of the iminophosphorane from Example 3A, 2.25 g (12.0 mmol) of trifluoro-m-tolyl isocyanate and 2.06 g (11.43 mmol) of N-(4-fluorophenyl)piperazine, the general procedure [E] gives 3.31 g (39% of theory) of product. Reactants: C1(=CC=CC=C1)P(C1=CC=CC=C1)(C1=CC=CC=C1)=NC1=C(C=CC=C1)/C=C/C(=O)OC (Methyl (2E)-3-{2-[(triphenylphosphoranylidene)amino]phenyl}propenoate), FC(C1=CC(=CC=C1)N=C=O)(F)F (trifluoro-m-tolyl isocyanate), FC1=CC=C(C=C1)N1CCNCC1 (N-(4-fluorophenyl)piperazine). Reaction SMILES: C1(P(=[N:20][C:21]2[CH:26]=[CH:25][CH:24]=[CH:23][C:22]=2/[CH:27]=[CH:28]/[C:29]([O:31][CH3:32])=[O:30])(C2C=CC=CC=2)C2C=CC=CC=2)C=CC=CC=1.[F:33][C:34]([F:45])([F:44])[C:35]1[CH:40]=[CH:39][CH:38]=[C:37]([N:41]=[C:42]=O)[CH:36]=1.[F:46][C:47]1[CH:52]=[CH:51][C:50]([N:53]2[CH2:58][CH2:57][NH:56][CH2:55][CH2:54]2)=[CH:49][CH:48]=1>>[F:46][C:47]1[CH:48]=[CH:49][C:50]([N:53]2[CH2:58][CH2:57][N:56]([C:42]3[N:41]([C:37]4[CH:38]=[CH:39][CH:40]=[C:35]([C:34]([F:45])([F:44])[F:33])[CH:36]=4)[CH:27]([CH2:28][C:29]([O:31][CH3:32])=[O:30])[C:22]4[C:21](=[CH:26][CH:25]=[CH:24][CH:23]=4)[N:20]=3)[CH2:55][CH2:54]2)=[CH:51][CH:52]=1. Yields the product FC1=CC=C(C=C1)N1CCN(CC1)C1=NC2=CC=CC=C2C(N1C1=CC(=CC=C1)C(F)(F)F)CC(=O)OC (Methyl {2-[4-(4-fluorophenyl)-1-piperazinyl]-3-[3-(trifluoromethyl)phenyl]-3,4-dihydro-4-quinazolinyl}acetate).